Dataset: the Open Reaction Database (ORD), a public repository of structured organic reaction records. Task: describe an organic reaction: reactants, conditions, products, and yield Yields the product C(COCC(=O)OCC)(=O)OCC (Diethyl diglycolate), Diethyl methylglycolate, C(C)C(C(=O)OCC)OCC(=O)OCC (diethyl ethyldiglycolate). Run at temperature 25 celsius, time 1 hour. Reported procedure: Diethyl diglycolate is prepared by slurrying 270 parts sodium hydride in 2800 parts tetrahydrofuran and adding 705 parts ethyl glycolate to the mixture while maintaining the temperature between 10° to 15°C. The mixture is stirred for 1 hour at 25°C, cooled to 15°C and 894 parts ethyl bromoacetate is added. The mixture is stirred for 12 hours at 25°C; solvent evaporated; residue washed with water to remove salts; dried and purified diethyl digylcolate recovered by distillation under reduced press... Starting materials: C(CO)(=O)OCC (ethyl glycolate), O1CCCC1 (tetrahydrofuran), BrCC(=O)OCC (ethyl bromoacetate), [H-].[Na+] (sodium hydride), C(CO)(=O)OCC (ethyl glycolate). Reaction SMILES: [H-].[Na+].[C:3]([O:7][CH2:8][CH3:9])(=[O:6])[CH2:4][OH:5].Br[CH2:11][C:12]([O:14][CH2:15][CH3:16])=[O:13].O1CC[CH2:19][CH2:18]1>>[C:12]([O:14][CH2:15][CH3:16])(=[O:13])[CH2:11][O:5][CH2:4][C:3]([O:7][CH2:8][CH3:9])=[O:6].[CH2:18]([CH:4]([O:5][CH2:11][C:12]([O:14][CH2:15][CH3:16])=[O:13])[C:3]([O:7][CH2:8][CH3:9])=[O:6])[CH3:19] |f:0.1|. Reactants: ClC=1C=C(C(=NC1)F)F (5-chloro-2,3-difluoropyridine), C1(CC1)C#N (cyclopropanecarbonitrile), C[Si](C)(C)[N-][Si](C)(C)C.[K+] (potassium bis(trimethylsilyl)amide). Solvent: C1(=CC=CC=C1)C (toluene). Reaction conditions: temperature -5 celsius, time 1 hour. Product: ClC=1C=C(C(=NC1)C1(CC1)C#N)F (1-(5-chloro-3-fluoropyridin-2-yl)cyclopropanecarbonitrile). Reaction SMILES: [Cl:1][C:2]1[CH:3]=[C:4]([F:9])[C:5](F)=[N:6][CH:7]=1.[CH:10]1([C:13]#[N:14])[CH2:12][CH2:11]1.C[Si]([N-][Si](C)(C)C)(C)C.[K+]>C1(C)C=CC=CC=1>[Cl:1][C:2]1[CH:3]=[C:4]([F:9])[C:5]([C:10]2([C:13]#[N:14])[CH2:12][CH2:11]2)=[N:6][CH:7]=1 |f:2.3|. Reported procedure: Under an atmosphere of argon, 5-chloro-2,3-difluoropyridine (6 g, 4.17 ml, 40.1 mmol, Eq: 1.00) was combined with toluene (60.0 ml). Then cyclopropanecarbonitrile (2.69 g, 3.02 ml, 40.1 mmol, Eq: 1.00) was added to the solution. At −5° C., potassium bis(trimethylsilyl)amide (80.3 ml, 40.1 mmol, Eq: 1.00) was added dropwise over 30 min. The dark brown reaction was stirred for 1 hour at −5° C., and then for 2 h at room temperature. The reaction mixture was poured into satd. NH4Cl solution (50 ml) ... The reactants are C1CCOC1, COc1cc(COc2nn(C)cc2CO)ccc1OCc1nc(-c2ccco2)oc1C. As a reaction SMILES: [O:32]1[CH2:33][CH2:34][CH2:35][CH2:36]1.[o:1]1[c:2](-[c:6]2[o:7][c:8]([CH3:31])[c:9]([CH2:11][O:12][c:13]3[c:14]([O:29][CH3:30])[cH:15][c:16]([CH2:17][O:18][c:19]4[n:20][n:21]([CH3:26])[cH:22][c:23]4[CH2:24][OH:25])[cH:27][cH:28]3)[n:10]2)[cH:3][cH:4][cH:5]1>>[o:1]1[c:2](-[c:6]2[o:7][c:8]([CH3:31])[c:9]([CH2:11][O:12][c:13]3[c:14]([O:29][CH3:30])[cH:15][c:16]([CH2:17][O:18][c:19]4[n:20][n:21]([CH3:26])[cH:22][c:23]4[CH:24]=[O:25])[cH:27][cH:28]3)[n:10]2)[cH:3][cH:4][cH:5]1. Yields the product COc1cc(COc2nn(C)cc2C=O)ccc1OCc1nc(-c2ccco2)oc1C. Starting materials: Brc1cccc(Br)c1, O=C([O-])[O-], Cc1ccccc1, [Cs+], [Cs+], CC(=O)[O-], CC(=O)[O-], C1CCC(OC2CCNC2)OC1, [Pd+2], c1ccc(P(c2ccccc2)c2ccc3ccccc3c2-c2c(P(c3ccccc3)c3ccccc3)ccc3ccccc23)cc1. Yields the product Brc1cccc(N2CCC(OC3CCCCO3)C2)c1. As a reaction SMILES: [Br:1][c:2]1[cH:3][cH:4][cH:5][c:6]([Br:7])[cH:8]1.[C:21](=[O:22])([O-:23])[O-:24].[CH3:73][c:74]1[cH:75][cH:76][cH:77][cH:78][cH:79]1.[Cs+:25].[Cs+:26].[O-:81][C:82]([CH3:83])=[O:84].[O-:85][C:86]([CH3:87])=[O:88].[O:9]1[CH:10]([O:15][CH:16]2[CH2:17][NH:18][CH2:19][CH2:20]2)[CH2:11][CH2:12][CH2:13][CH2:14]1.[Pd+2:80].[cH:27]1[cH:28][cH:29][c:30]([P:31]([c:32]2[cH:33][cH:34][c:35]3[c:36]([cH:37][cH:38][cH:39][cH:40]3)[c:41]2-[c:42]2[c:43]3[c:44]([cH:45][cH:46][cH:47][cH:48]3)[cH:49][cH:50][c:51]2[P:52]([c:53]2[cH:54][cH:55][cH:56][cH:57][cH:58]2)[c:59]2[cH:60][cH:61][cH:62][cH:63][cH:64]2)[c:65]2[cH:66][cH:67][cH:68][cH:69][cH:70]2)[cH:71][cH:72]1>>[c:2]1([N:18]2[CH2:17][CH:16]([O:15][CH:10]3[O:9][CH2:14][CH2:13][CH2:12][CH2:11]3)[CH2:20][CH2:19]2)[cH:3][cH:4][cH:5][c:6]([Br:7])[cH:8]1. Reactants: NC1=CC2=C(N(C=N2)C(CC(=O)OC)C2=CC=C(C=C2)C2=CC=CC=C2)C=C1 (methyl 3-(5-amino-1H-benzimidazol-1-yl)-3-(1,1′-biphenyl)-4-ylpropanoate), C1(=CC=CC=C1)S(=O)(=O)Cl (benzenesulfonyl chloride), C(C)(C)N(C(C)C)CC (N,N-diisopropylethylamine). Run in ClCCl (dichloromethane). Run at time 48 hour. The product is C1(=CC=C(C=C1)C(CC(=O)OC)N1C=NC2=C1C=CC(=C2)NS(=O)(=O)C2=CC=CC=C2)C2=CC=CC=C2 (Methyl 3-(1,1′-biphenyl)-4-yl-3-{5-[(phenylsulfonyl)amino]-1H-benzimidazol-1-yl}propanoate), Phase I. As a reaction SMILES: [NH2:1][C:2]1[CH:28]=[CH:27][C:5]2[N:6]([CH:9]([C:15]3[CH:20]=[CH:19][C:18]([C:21]4[CH:26]=[CH:25][CH:24]=[CH:23][CH:22]=4)=[CH:17][CH:16]=3)[CH2:10][C:11]([O:13][CH3:14])=[O:12])[CH:7]=[N:8][C:4]=2[CH:3]=1.[C:29]1([S:35](Cl)(=[O:37])=[O:36])[CH:34]=[CH:33][CH:32]=[CH:31][CH:30]=1.C(N(CC)C(C)C)(C)C>ClCCl>[C:18]1([C:21]2[CH:22]=[CH:23][CH:24]=[CH:25][CH:26]=2)[CH:19]=[CH:20][C:15]([CH:9]([N:6]2[C:5]3[CH:27]=[CH:28][C:2]([NH:1][S:35]([C:29]4[CH:34]=[CH:33][CH:32]=[CH:31][CH:30]=4)(=[O:37])=[O:36])=[CH:3][C:4]=3[N:8]=[CH:7]2)[CH2:10][C:11]([O:13][CH3:14])=[O:12])=[CH:16][CH:17]=1. Procedure: To a solution of methyl 3-(5-amino-1H-benzimidazol-1-yl)-3-(1,1′-biphenyl)-4-ylpropanoate (15 mg, 40 μmol) in dichloromethane (500 μL) was added benzenesulfonyl chloride (6.0 μL, 47 μmol) and N,N-diisopropylethylamine (8.0 μL, 46 μmol). The solution was stirred at room temperature for 48 hours, and was then evaporated in vacuo. The residue was purified by flash column chromatography on silica gel, eluting with a mixture of dichloromethane and methanol (96:4), to afford the title compound, [LCMS ...